From a dataset of the Open Reaction Database (ORD), a public repository of structured organic reaction records. describe an organic reaction: reactants, conditions, products, and yield Starting materials: COc1ccc(C(=O)Cl)cc1, [Li]CCCC, CCCCCOC1CCC(=O)N1, CCCCCC, Cc1ccccc1, C1CCOC1. The product is CCCCCOC1CCC(=O)N1C(=O)c1ccc(OC)cc1. RXN SMILES: [C:18]([c:19]1[cH:20][cH:21][c:22]([O:25][CH3:26])[cH:23][cH:24]1)(=[O:27])[Cl:28].[CH2:1]([Li:2])[CH2:3][CH2:4][CH3:5].[CH2:6]([CH2:7][CH2:8][CH2:9][CH3:10])[O:11][CH:12]1[CH2:13][CH2:14][C:15](=[O:17])[NH:16]1.[CH3:29][CH2:30][CH2:31][CH2:32][CH2:33][CH3:34].[CH3:40][c:41]1[cH:42][cH:43][cH:44][cH:45][cH:46]1.[O:35]1[CH2:36][CH2:37][CH2:38][CH2:39]1>>[CH2:6]([CH2:7][CH2:8][CH2:9][CH3:10])[O:11][CH:12]1[CH2:13][CH2:14][C:15](=[O:17])[N:16]1[C:18]([c:19]1[cH:20][cH:21][c:22]([O:25][CH3:26])[cH:23][cH:24]1)=[O:27]. The reactants are C1COCCO1, [Na+], [Na+], [Na], COc1ccc(C2(OCCCBr)OC(=O)C(c3ccc4c(c3)OCO4)=C2Cc2cc(OC)c(OC)c(OC)c2)cc1, O, O=S([O-])[O-]. The product is [Na+], COc1ccc(C2(OCCCS(=O)(=O)[O-])OC(=O)C(c3ccc4c(c3)OCO4)=C2Cc2cc(OC)c(OC)c(OC)c2)cc1. Reaction SMILES: [CH2:1]1[O:2][CH2:3][CH2:4][O:5][CH2:6]1.[Na+:52].[Na+:53].[Na:54].[O:7]1[CH2:8][O:9][c:10]2[c:11]1[cH:12][cH:13][c:14]([C:16]1=[C:20]([CH2:21][c:22]3[cH:23][c:24]([O:32][CH3:33])[c:25]([O:30][CH3:31])[c:26]([O:28][CH3:29])[cH:27]3)[C:19]([c:34]3[cH:35][cH:36][c:37]([O:40][CH3:41])[cH:38][cH:39]3)([O:42][CH2:43][CH2:44][CH2:45][Br:46])[O:18][C:17]1=[O:47])[cH:15]2.[OH2:55].[S:48](=[O:49])([O-:50])[O-:51]>>[Na+:52].[O:7]1[CH2:8][O:9][c:10]2[c:11]1[cH:12][cH:13][c:14]([C:16]1=[C:20]([CH2:21][c:22]3[cH:23][c:24]([O:32][CH3:33])[c:25]([O:30][CH3:31])[c:26]([O:28][CH3:29])[cH:27]3)[C:19]([c:34]3[cH:35][cH:36][c:37]([O:40][CH3:41])[cH:38][cH:39]3)([O:42][CH2:43][CH2:44][CH2:45][S:48](=[O:49])(=[O:50])[O-:51])[O:18][C:17]1=[O:47])[cH:15]2. Reactants: C(C)(C)(C)C1=CC=C(C=C1)F (4-t-butylfluorobenzene), BrBr (bromine). The reagents and catalysts are II (iodine). Product: C(C)(C)(C)C1=CC(=C(C=C1)F)Br (4-t-butyl-2-bromofluorobenzene). Yield: 48.5%. As a reaction SMILES: [C:1]([C:5]1[CH:10]=[CH:9][C:8]([F:11])=[CH:7][CH:6]=1)([CH3:4])([CH3:3])[CH3:2].[Br:12]Br>II>[C:1]([C:5]1[CH:6]=[CH:7][C:8]([F:11])=[C:9]([Br:12])[CH:10]=1)([CH3:4])([CH3:2])[CH3:3]. Procedure: In this example 5-t-butyl-2-fluorophenol, the starting material for the dealkylation process of this invention, was prepared by first alkylating 480 grams of fluorobenzene with 370 grams of t-butylchloride in the presence of 16.6 grams of aluminum chloride and 33 grams of nitromethane as solvent for the reaction at a temperature ranging from about 0° to 2° C., the t-butylchloride being added incrementally to the mixture of fluorobenzene, aluminum chloride and nitromethane in about 2.5 hours and ... Solvent: O (water). Procedure: To a dimethylformamide (15 ml) solution of 2-[2-(p-methoxybenzylthio)ethyl]imidazole (1.5 g) was added 60% sodium hydride (0.29 g) in mineral oil at 0° C. To the mixture was added, 15 minutes later, methyl iodide (0.41 ml) at -20° C., followed by stirring for 10 minutes. The reaction mixture was poured into water (60 ml), which was subjected to extraction with methylene chloride (20 ml×three times). The organic layer was washed with water (20 ml), dried over anhydrous sodium sulfate, and concent... Run at time 10 minute. Product: CN1C(=NC=C1)CCSCC1=CC=C(C=C1)OC (1-methyl-2-[2-(p-methoxybenzylthio)ethyl]imidazole). RXN SMILES: [CH3:1]N(C)C=O.[CH3:6][O:7][C:8]1[CH:22]=[CH:21][C:11]([CH2:12][S:13][CH2:14][CH2:15][C:16]2[NH:17][CH:18]=[CH:19][N:20]=2)=[CH:10][CH:9]=1.[H-].[Na+].CI>O>[CH3:1][N:20]1[CH:19]=[CH:18][N:17]=[C:16]1[CH2:15][CH2:14][S:13][CH2:12][C:11]1[CH:10]=[CH:9][C:8]([O:7][CH3:6])=[CH:22][CH:21]=1 |f:2.3|. Reactants: CN(C=O)C (dimethylformamide), COC1=CC=C(CSCCC=2NC=CN2)C=C1 (2-[2-(p-methoxybenzylthio)ethyl]imidazole), [H-].[Na+] (sodium hydride), CI (methyl iodide). Reactants: NCP(O)(=O)O (aminomethanephosphonic acid), O (water), FC(C=1C=C(C(=CC1Cl)Cl)[N+](=O)[O-])(F)F (3-trifluoromethyl-4,6-dichloronitrobenzene). Run in C(C)#N (acetonitrile). Conditions: temperature 120 celsius. The product is [N+](=O)([O-])C1=C(C=C(C(=C1)C(F)(F)F)Cl)NCP(O)(=O)O (N-(2-nitro-4-trifluoromethyl-5-chloro-phenyl)-aminomethanephosphonic acid). Yield: 68.2%. Reaction SMILES: [NH2:1][CH2:2][P:3]([OH:6])(=[O:5])[OH:4].O.[F:8][C:9]([F:22])([F:21])[C:10]1[CH:11]=[C:12]([N+:18]([O-:20])=[O:19])[C:13](Cl)=[CH:14][C:15]=1[Cl:16]>C(#N)C>[N+:18]([C:12]1[CH:11]=[C:10]([C:9]([F:8])([F:21])[F:22])[C:15]([Cl:16])=[CH:14][C:13]=1[NH:1][CH2:2][P:3]([OH:6])(=[O:4])[OH:5])([O-:20])=[O:19]. Reported procedure: ) 3.3 g (30 mmol) of aminomethanephosphonic acid is introduced into 120 ml of water and 120 ml of acetonitrile together with 3.37 g (31.8 mmol) of soda and mixed with 7.8 g (97%, 30 mmol) of 3-trifluoromethyl-4,6-dichloronitrobenzene and refluxed for 4 hours at a bath temperature of 120° C. After the acetonitrile is drawn off in a rotary evaporator, it is extracted three times with 100 ml of ethyl acetate. The organic phase is washed with a little water. It contains starting material and is disc... Starting materials: CC(O)c1ccc(Cn2ncc([N+](=O)[O-])n2)o1, N#N, O=[Mn]=O. The product is CC(=O)c1ccc(Cn2ncc([N+](=O)[O-])n2)o1. As a reaction SMILES: [N+:3](=[O:4])([O-:5])[c:6]1[n:7][n:8]([CH2:11][c:12]2[cH:13][cH:14][c:15]([CH:17]([CH3:18])[OH:19])[o:16]2)[n:9][cH:10]1.[N:1]#[N:2].[O:20]=[Mn:21]=[O:22]>>[N+:3](=[O:4])([O-:5])[c:6]1[n:7][n:8]([CH2:11][c:12]2[cH:13][cH:14][c:15]([C:17]([CH3:18])=[O:19])[o:16]2)[n:9][cH:10]1. Reactants: [OH-].[Na+] (sodium hydroxide), COC1=CC=CC=2[C@H]3CCN([C@H]3CCC21)CCCCCN2C(C=1C(C2=O)=CC=CC1)=O (rac-N-[5-(cis-1,2,3a, 4,5,9b-hexahydro-6-methoxy-3H-benzo[e]indol-3-yl)pentyl]phthalimide), B(Br)(Br)Br (boron tribromide), C(O)([O-])=O.[Na+] (sodium hydrogen carbonate). The solvent is O (water), C(Cl)Cl (methylene chloride), C(Cl)Cl (methylene chloride), O (water). Reaction conditions: time 2 hour. Product: OC1=CC=CC=2[C@H]3CCN([C@H]3CCC21)CCCCCN2C(C=1C(C2=O)=CC=CC1)=O (rac-N-[5-(cis-1,2,3a,4,5,9b-hexahydro-6-hydroxy-3H-benzo[e]indol-3-yl)pentyl]phthalimide). Isolated yield 21.3%. RXN SMILES: C[O:2][C:3]1[C:15]2[CH2:14][CH2:13][C@H:12]3[C@H:8]([CH2:9][CH2:10][N:11]3[CH2:16][CH2:17][CH2:18][CH2:19][CH2:20][N:21]3[C:25](=[O:26])[C:24]4=[CH:27][CH:28]=[CH:29][CH:30]=[C:23]4[C:22]3=[O:31])[C:7]=2[CH:6]=[CH:5][CH:4]=1.B(Br)(Br)Br.[OH-].[Na+].C(=O)([O-])O.[Na+]>C(Cl)Cl.O>[OH:2][C:3]1[C:15]2[CH2:14][CH2:13][C@H:12]3[C@H:8]([CH2:9][CH2:10][N:11]3[CH2:16][CH2:17][CH2:18][CH2:19][CH2:20][N:21]3[C:22](=[O:31])[C:23]4=[CH:30][CH:29]=[CH:28][CH:27]=[C:24]4[C:25]3=[O:26])[C:7]=2[CH:6]=[CH:5][CH:4]=1 |f:2.3,4.5|. Procedure: A solution of 15.0 g (0.036 mol) of rac-N-[5-(cis-1,2,3a, 4,5,9b-hexahydro-6-methoxy-3H-benzo[e]indol-3-yl)pentyl]phthalimide in 120 ml of methylene chloride was treated dropwise with a solution of 17.3 ml (0.179 mol) of boron tribromide in 60 ml of methylene chloride, whereupon the mixture was stirred at 0° for 2 hours. A solution of 20.4 g (0.51 mol) of sodium hydroxide in 70 ml of water was added dropwise while cooling with an ice bath. The mixture was poured into water, whereupon aqueous sod...